This data is from the Open Reaction Database (ORD), a public repository of structured organic reaction records. The task is: describe an organic reaction: reactants, conditions, products, and yield The reactants are CO, O=C[O-], COc1ccc(N(C(=O)CN2C(=O)C(=Cc3c[nH]c4cc(F)ccc34)c3nnc(-c4ccccc4)n3-c3ccccc32)C(C)C)cn1, [NH4+]. Product: COc1ccc(N(C(=O)CN2C(=O)C(Cc3c[nH]c4cc(F)ccc34)c3nnc(-c4ccccc4)n3-c3ccccc32)C(C)C)cn1. As a reaction SMILES: [CH3:52][OH:53].[CH:48]([O-:49])=[O:50].[F:1][c:2]1[cH:3][cH:4][c:5]2[c:6]([CH:11]=[C:12]3[C:13](=[O:47])[N:14]([CH2:32][C:33](=[O:34])[N:35]([c:36]4[cH:37][n:38][c:39]([O:42][CH3:43])[cH:40][cH:41]4)[CH:44]([CH3:45])[CH3:46])[c:15]4[c:16]([cH:28][cH:29][cH:30][cH:31]4)-[n:17]4[c:18](-[c:22]5[cH:23][cH:24][cH:25][cH:26][cH:27]5)[n:19][n:20][c:21]43)[cH:7][nH:8][c:9]2[cH:10]1.[NH4+:51]>>[F:1][c:2]1[cH:3][cH:4][c:5]2[c:6]([CH2:11][CH:12]3[C:13](=[O:47])[N:14]([CH2:32][C:33](=[O:34])[N:35]([c:36]4[cH:37][n:38][c:39]([O:42][CH3:43])[cH:40][cH:41]4)[CH:44]([CH3:45])[CH3:46])[c:15]4[c:16]([cH:28][cH:29][cH:30][cH:31]4)-[n:17]4[c:18](-[c:22]5[cH:23][cH:24][cH:25][cH:26][cH:27]5)[n:19][n:20][c:21]43)[cH:7][nH:8][c:9]2[cH:10]1. Starting materials: N1(CCNCC1)C(=O)OC(C)(C)C (1,1-Dimethylethyl 1-piperazinecarboxylate), BrC=1SC(=CN1)C(=O)OC (methyl 2-bromo-5-thiazolecarboxylate), C1(=NNCCCCCCCC1)C1=CCCCCCCCCC1 (diazabicycloundecene), Cl (hydrochloric acid). The reagents and catalysts are [I-].[K+] (potassium iodide). Run in CS(=O)C (dimethylsulfoxide), CS(=O)C (dimethylsulfoxide), O (water). Run at time 1 hour. Product: COC(=O)C1=CN=C(S1)N1CCN(CC1)C(=O)OC(C)(C)C (1,1-dimethylethyl 4-[5-(methoxycarbonyl)-2-thiazolyl]-1-piperazinecarboxylate). Isolated yield 88.9%. Reaction SMILES: [N:1]1([C:7]([O:9][C:10]([CH3:13])([CH3:12])[CH3:11])=[O:8])[CH2:6][CH2:5][NH:4][CH2:3][CH2:2]1.Br[C:15]1[S:16][C:17]([C:20]([O:22][CH3:23])=[O:21])=[CH:18][N:19]=1.C1(C2CCCCCCCCCC=2)CCCCCCCCNN=1.Cl>CS(C)=O.[I-].[K+].O>[CH3:23][O:22][C:20]([C:17]1[S:16][C:15]([N:4]2[CH2:5][CH2:6][N:1]([C:7]([O:9][C:10]([CH3:13])([CH3:12])[CH3:11])=[O:8])[CH2:2][CH2:3]2)=[N:19][CH:18]=1)=[O:21] |f:5.6|. Procedure: 1,1-Dimethylethyl 1-piperazinecarboxylate (1.86 g, 10 mmol), methyl 2-bromo-5-thiazolecarboxylate (2.0 g, 9.0 mmol), diazabicycloundecene (1.5 mL, 10 mmol) and a catalytic amount of potassium iodide (2 mg) were dissolved in 10 mL of dry dimethylsulfoxide and stirred at ambient temperature for 1 h to give a precipitate. An additional 10 mL of dimethylsulfoxide was added, the mixture was heated briefly to dissolve the solids, and the mixture was stirred at ambient temperature for 40 minutes and th... Reactants: O=C([O-])[O-], CCc1cn(N)c2ncc(F)cc12, Cc1nc(-c2ccccn2)ncc1C(=O)O, [Na+], [Na+], CN(C)C=O. Product: CCc1cn(NC(=O)c2cnc(-c3ccccn3)nc2C)c2ncc(F)cc12. Reaction SMILES: [C:35](=[O:36])([O-:37])[O-:38].[CH2:17]([CH3:18])[c:19]1[cH:20][n:21]([NH2:29])[c:22]2[n:23][cH:24][c:25]([F:28])[cH:26][c:27]12.[CH3:1][c:2]1[n:3][c:4](-[c:11]2[n:12][cH:13][cH:14][cH:15][cH:16]2)[n:5][cH:6][c:7]1[C:8](=[O:9])[OH:10].[Na+:39].[Na+:40].[O:30]=[CH:31][N:32]([CH3:33])[CH3:34]>>[CH3:1][c:2]1[n:3][c:4](-[c:11]2[n:12][cH:13][cH:14][cH:15][cH:16]2)[n:5][cH:6][c:7]1[C:8](=[O:10])[NH:29][n:21]1[cH:20][c:19]([CH2:17][CH3:18])[c:27]2[c:22]1[n:23][cH:24][c:25]([F:28])[cH:26]2.